This data is from the Open Reaction Database (ORD), a public repository of structured organic reaction records. The task is: describe an organic reaction: reactants, conditions, products, and yield Reactants: BrC=1C(=CC(=NC1)C(F)(F)F)C(=O)N(C)OC (5-bromo-N-methoxy-N-methyl-2-(trifluoromethyl)pyridine-4-carboxamide), CC(C)C[AlH]CC(C)C (DIBAL-H), C1(=CC=CC=C1)C (toluene). Run in C1CCOC1 (THF), CCOC(=O)C (EtOAc). Reaction conditions: temperature -10 celsius, time 40 minute. Yields the product BrC=1C(=CC(=NC1)C(F)(F)F)C=O (5-bromo-2-(trifluoromethyl)pyridine-4-carbaldehyde). Isolated yield 76.9%. As a reaction SMILES: [Br:1][C:2]1[C:3]([C:12](N(OC)C)=[O:13])=[CH:4][C:5]([C:8]([F:11])([F:10])[F:9])=[N:6][CH:7]=1.CC(C[AlH]CC(C)C)C.C1(C)C=CC=CC=1>C1COCC1.CCOC(C)=O>[Br:1][C:2]1[C:3]([CH:12]=[O:13])=[CH:4][C:5]([C:8]([F:9])([F:10])[F:11])=[N:6][CH:7]=1. Reported procedure: To 5-bromo-N-methoxy-N-methyl-2-(trifluoromethyl)pyridine-4-carboxamide (21 g, 67.1 mmol) in THF (200 mL) was added DIBAL-H in toluene (1M, 73.8 mL, 73.8 mmol) through a syringe at −78° C. The reaction was stirred for 40 minutes while it was warmed to −10° C. The reaction was diluted with EtOAc (100 mL) and was quenched with 1N HCl solution (150 mL). The reaction mixture was filtered on a Celite and silica gel bed. The layers were separated and the organic layer was partitioned with saturated. N... Starting materials: COC(C(CCCN)(N)C(F)F)=O.C1(=C(C(=C(C(=C1F)F)F)N)F)N.Cl.Cl (methyl-2-difluoromethyl-2,5-diaminopentanoate dihydrochloride), C[O-].[Na+] (sodium methylate). The solvent is CO (methanol), CO (methanol). Reaction conditions: time 3 hour. Yields the product NC1(C(NCCC1)=O)C(F)F (3-amino-3-difluoromethyl-2-piperidone). As a reaction SMILES: C[O:2][C:3](=O)[C:4]([CH:10]([F:12])[F:11])([NH2:9])[CH2:5][CH2:6][CH2:7][NH2:8].C1(N)C(F)=C(F)C(F)=C(N)C=1F.Cl.Cl.C[O-].[Na+]>CO>[NH2:9][C:4]1([CH:10]([F:12])[F:11])[CH2:5][CH2:6][CH2:7][NH:8][C:3]1=[O:2] |f:0.1.2.3,4.5|. Procedure details: To a solution of methyl-2-difluoromethyl-2,5-diaminopentanoate-dihydrochloride (2.7 g) in dry methanol (30 ml) is added under nitrogen 2 equivalents of sodium methylate in methanol (0.46 g of sodium in 20 ml of methanol). The reaction mixture is stirred for 3 hours at room temperature then the solvent is evaporated under reduced pressure. The residue is extracted with ether to yield crude 3-amino-3-difluoromethyl-2-piperidone which is purified either by crystallization from CHCl3 /pentane: (m.p.... Reaction SMILES: [Cl:1][CH2:2][CH2:3][N:4]=[C:5]=[O:6].Cl.[CH3:8][C:9](=[CH2:27])[CH2:10][NH:11][CH2:12][C@H:13]1[O:23][C@H:17]([O:18]CCCC)[C@H:16]([OH:24])[C@@H:15]([OH:25])[C@@H:14]1[OH:26].[OH2:28]>C(#N)C.C(=O)([O-])[O-].[Ag+2]>[CH3:8][C:9](=[CH2:27])[CH2:10][N:11]([CH:12]([OH:28])[C@H:13]1[O:23][C@:17]([CH2:12][CH2:13][CH2:14][CH3:15])([OH:18])[C@H:16]([OH:24])[C@@H:15]([OH:25])[C@@H:14]1[OH:26])[C:5](=[O:6])[NH:4][CH2:3][CH2:2][Cl:1] |f:1.2,5.6|. Reported procedure: 2-Chloroethyl isocyanate (1.35 g) and silver carbonate (2.14 g) were added to a solution of n-butyl 6-(2-methyl-2-propenylamino)-6-deoxy-α-D-glucopyranoside hydrochloride (3.47 g, 10.6 mmol) in a mixture of water (25 ml) and acetonitrile (40 ml) at 0° to 5° C., and the mixture was heated under reflux on a water bath for 1 hour. Then, the reaction mixture was filtered while hot to remove the insoluble silver salt. The filtrate was vacuum-concentrated and crystallized from ethanol and water, givin... Yield: 65.2%. The solvent is C(C)#N (acetonitrile). The reagents and catalysts are C([O-])([O-])=O.[Ag+2] (silver carbonate). The reactants are ClCCN=C=O (2-Chloroethyl isocyanate), Cl.CC(CNC[C@@H]1[C@H]([C@@H]([C@H]([C@@H](OCCCC)O1)O)O)O)=C (n-butyl 6-(2-methyl-2-propenylamino)-6-deoxy-α-D-glucopyranoside hydrochloride), O (water). Product: CC(CN(C(NCCCl)=O)C([C@@H]1[C@H]([C@@H]([C@H]([C@@](O)(O1)CCCC)O)O)O)O)=C (3-(2-methyl-2-propenyl)-3-(n-butyl α-D-glucopyranose-6-yl)-1-(2-chloroethyl)urea). The reactants are C(C)(=O)O[C@H](C)C([C@@H](C)O)(C)N ((+-)(2R*,3RS,4R*)-3-Amino-3-methyl-2,4-pentanediol acetate), C(C)(C)C(CO)(CO)[N+](=O)[O-] (2-Isopropyl-2-nitro-1,3-propanediol). Product: C(C)(=O)OCC(CO)(C(C)C)N (2-amino-2-isopropyl-1,3-propanediol acetate). Yield: 98.0%. As a reaction SMILES: [C:1](O[C@@H](C(N)(C)[C@H](O)C)C)(=[O:3])[CH3:2].[CH:13]([C:16]([N+:21]([O-])=O)([CH2:19][OH:20])[CH2:17][OH:18])([CH3:15])[CH3:14]>>[C:1]([O:18][CH2:17][C:16]([NH2:21])([CH:13]([CH3:15])[CH3:14])[CH2:19][OH:20])(=[O:3])[CH3:2]. Reported procedure: Using the procedure in 5D, 2-isopropyl-2-nitro-1,3-propanediol (11A) gave a 98% yield of 2-amino-2-isopropyl-1,3-propanediol acetate mp 155°-155.5°. H. S. Broadbent et al., J. Hetercyclic Chem., 13 337 (1975) report the synthesis of this compound as the free base (mp 70°-72°)). Reactants: COC(C1=CC(=C(C=C1)CC1=CNC2=CC=C(C=C12)[N+](=O)[O-])OC)=O (4-[5-nitro-1H-indol-3-ylmethyl]-3-methoxy-benzoic acid methylester), ClS(=O)(=O)N=C=O (chlorosulfonylisocyanate). The solvent is C(Cl)Cl (methylene chloride). Run at time 5 day. The product is COC(C1=CC(=C(C=C1)CC1=CN(C2=CC=C(C=C12)[N+](=O)[O-])C(N)=O)OC)=O (4-[1-carbamoyl-5-nitro-1H-indol-3-ylmethyl]-3-methoxy-benzoic acid methylester). The yield is 30.8%. Reaction SMILES: [CH3:1][O:2][C:3](=[O:25])[C:4]1[CH:9]=[CH:8][C:7]([CH2:10][C:11]2[C:19]3[C:14](=[CH:15][CH:16]=[C:17]([N+:20]([O-:22])=[O:21])[CH:18]=3)[NH:13][CH:12]=2)=[C:6]([O:23][CH3:24])[CH:5]=1.ClS([N:30]=[C:31]=[O:32])(=O)=O>C(Cl)Cl>[CH3:1][O:2][C:3](=[O:25])[C:4]1[CH:9]=[CH:8][C:7]([CH2:10][C:11]2[C:19]3[C:14](=[CH:15][CH:16]=[C:17]([N+:20]([O-:22])=[O:21])[CH:18]=3)[N:13]([C:31](=[O:32])[NH2:30])[CH:12]=2)=[C:6]([O:23][CH3:24])[CH:5]=1. Reported procedure: To a solution of 4-[5-nitro-1H-indol-3-ylmethyl]-3-methoxy-benzoic acid methylester (5.04 grams, 14.80 mmol) in methylene chloride (150 mL) was added chlorosulfonylisocyanate (1.3 mL, 14.80 mmol) and the resulting solution was stirred for 5 days at room temperature. The solution was then concentrated in vacuo, and the crude product dissolved in a 6:1 ratio of acetone:water (180 mL). The pH of this solution was adjusted to approx. 8 by the addition of 2 M sodium hydroxide (aq). The resulting mixt... Starting materials: OC(CO)C1=C(C(=C(C(=C1I)N)I)N)I (1-(1,2-Dihydroxyethyl)-3,5-diamino-2,4,6-triiodobenzene), C(C)(=O)OCC(=O)Cl (acetoxyacetyl chloride), crude product. Product: OC(CO)C1=C(C(=C(C(=C1I)NC(CO)=O)I)NC(CO)=O)I (1-(1,2-Dihydroxyethyl)-3,5-di(hydroxyacetylamino)-2,4,6-triiodobenzene). As a reaction SMILES: [OH:1][CH:2]([C:5]1[C:10]([I:11])=[C:9]([NH2:12])[C:8]([I:13])=[C:7]([NH2:14])[C:6]=1[I:15])[CH2:3][OH:4].C([O:19][CH2:20][C:21](Cl)=[O:22])(=O)C>>[OH:1][CH:2]([C:5]1[C:6]([I:15])=[C:7]([NH:14][C:2](=[O:1])[CH2:3][OH:4])[C:8]([I:13])=[C:9]([NH:12][C:21](=[O:22])[CH2:20][OH:19])[C:10]=1[I:11])[CH2:3][OH:4]. Procedure details: 1-(1,2-Dihydroxyethyl)-3,5-diamino-2,4,6-triiodobenzene is acylated with acetoxyacetyl chloride using for example such a procedure as described in Example 4d. The crude product is then hydrolyzed analogous to Example 4e to give the final product. Purification of the crude product is carried out using preparative HPLC.